Dataset: the Open Reaction Database (ORD), a public repository of structured organic reaction records. Task: describe an organic reaction: reactants, conditions, products, and yield The reactants are C(N)(=S)C=1C=C(C(=O)OC)C=CC1 (methyl 3-thiocarbamoylbenzoate), FC(C1=CC=C(C(CBr)=O)C=C1)(F)F (4-trifluoromethylphenacyl bromide). Product: FC(C1=CC=C(C=C1)C=1N=C(SC1)C=1C=C(C(=O)OC)C=CC1)(F)F (methyl 3-[4-(4- trifluoromethylphenyl)-2-thiazolyl]benzoate). Isolated yield 74.0%. Reaction SMILES: [C:1]([C:4]1[CH:5]=[C:6]([CH:11]=[CH:12][CH:13]=1)[C:7]([O:9][CH3:10])=[O:8])(=[S:3])[NH2:2].[F:14][C:15]([F:27])([F:26])[C:16]1[CH:25]=[CH:24][C:19]([C:20](=O)[CH2:21]Br)=[CH:18][CH:17]=1>>[F:14][C:15]([F:26])([F:27])[C:16]1[CH:17]=[CH:18][C:19]([C:20]2[N:2]=[C:1]([C:4]3[CH:5]=[C:6]([CH:11]=[CH:12][CH:13]=3)[C:7]([O:9][CH3:10])=[O:8])[S:3][CH:21]=2)=[CH:24][CH:25]=1. Reported procedure: In the same manner as in Example 28, methyl 3-thiocarbamoylbenzoate was reacted with 4-trifluoromethylphenacyl bromide to obtain methyl 3-[4-(4- trifluoromethylphenyl)-2-thiazolyl]benzoate. The product was recrystallized from ethanol. Yield: 74%. Colorless prisms. Melting point: 142 to 143° C. Starting materials: C(C(=O)C)C1=C(N2C(C(C2SC1)NC(=O)OC(C)(C)C)=O)C(=O)OC(C1=CC=CC=C1)C1=CC=CC=C1 (3-acetonyl-2-benzhydryloxycarbonyl-7-t-butoxycarbonylamino-8-oxo-5-thia-1-azabicyclo[4.2.0]oct-2-ene), C1(=CC=C(C=C1)S(=O)(=O)Cl)C (p-toluenesulphonyl chloride), solution, C(CCC)[Li] (butyllithium), CC1(NC(CCC1)(C)C)C (2,2,6,6-tetramethylpiperidine). Run in O1CCCC1 (tetrahydrofuran), CN(C)P(=O)(N(C)C)N(C)C (Hexamethylphosphorotriamide), C(C)(=O)OCC (ethyl acetate), O1CCCC1 (tetrahydrofuran), CCCCCC (hexane), O1CCCC1 (tetrahydrofuran). Conditions: temperature 20 celsius, time 10 minute. Product: C(C1=CC=CC=C1)(C1=CC=CC=C1)OC(=O)C=1N2C(C(C2SCC1C=C(C)OS(=O)(=O)C1=CC=C(C)C=C1)NC(=O)OC(C)(C)C)=O (2-benzhydryloxycarbonyl-7-t-butoxycarbonylamino-3-(2-tosyloxyprop-1-en-1-yl)-8-oxo-5-thia-1-azabicyclo[4.2.0]oct-2-ene). Yield: 28.6%. Reaction SMILES: C([Li])CCC.CC1(C)CCCC(C)(C)N1.[CH2:16]([C:20]1[CH2:27][S:26][CH:25]2[N:22]([C:23](=[O:36])[CH:24]2[NH:28][C:29]([O:31][C:32]([CH3:35])([CH3:34])[CH3:33])=[O:30])[C:21]=1[C:37]([O:39][CH:40]([C:47]1[CH:52]=[CH:51][CH:50]=[CH:49][CH:48]=1)[C:41]1[CH:46]=[CH:45][CH:44]=[CH:43][CH:42]=1)=[O:38])[C:17]([CH3:19])=[O:18].[C:53]1([CH3:63])[CH:58]=[CH:57][C:56]([S:59](Cl)(=[O:61])=[O:60])=[CH:55][CH:54]=1>CCCCCC.O1CCCC1.C(OCC)(=O)C.CN(P(N(C)C)(N(C)C)=O)C>[CH:40]([O:39][C:37]([C:21]1[N:22]2[CH:25]([S:26][CH2:27][C:20]=1[CH:16]=[C:17]([O:18][S:59]([C:56]1[CH:57]=[CH:58][C:53]([CH3:63])=[CH:54][CH:55]=1)(=[O:61])=[O:60])[CH3:19])[CH:24]([NH:28][C:29]([O:31][C:32]([CH3:35])([CH3:33])[CH3:34])=[O:30])[C:23]2=[O:36])=[O:38])([C:47]1[CH:48]=[CH:49][CH:50]=[CH:51][CH:52]=1)[C:41]1[CH:46]=[CH:45][CH:44]=[CH:43][CH:42]=1. Procedure details: A 1.6M solution of butyllithium in hexane (3.44 cc) is added, in the course of 10 minutes, to a solution of 2,2,6,6-tetramethylpiperidine (0.78 g) in tetrahydrofuran (5 cc) at 20° C. The solution is stirred for 10 minutes at 20° C. and then cooled to -70° C. A solution of 3-acetonyl-2-benzhydryloxycarbonyl-7-t-butoxycarbonylamino-8-oxo-5-thia-1-azabicyclo[4.2.0]oct-2-ene (2.54 g) in tetrahydrofuran (6 cc) is then added in the course of 20 minutes, and the mixture is then stirred for 15 minutes a... The reactants are Cc1nc(CC(=O)O)no1, CCOCC, [K+], [OH-], OC1CCCCC1, O=P(Cl)(Cl)Cl. Product: Cc1nc(CC(=O)OC2CCCCC2)no1. Reaction SMILES: [CH3:1][c:2]1[n:3][c:4]([CH2:7][C:8](=[O:9])[OH:10])[n:5][o:6]1.[CH3:25][CH2:26][O:27][CH2:28][CH3:29].[K+:24].[OH-:23].[OH:11][CH:12]1[CH2:13][CH2:14][CH2:15][CH2:16][CH2:17]1.[P:18]([Cl:19])([Cl:20])([Cl:21])=[O:22]>>[CH3:1][c:2]1[n:3][c:4]([CH2:7][C:8](=[O:9])[O:10][CH:12]2[CH2:13][CH2:14][CH2:15][CH2:16][CH2:17]2)[n:5][o:6]1. Run in CO (methanol). Procedure details: In about the same way as described under Example 2, an experiment was carried out with difference being that 10 ml methyl-undecenoate was included in the autoclave instead of 10 ml methylpropionate, while after 5 min hydrogen was added until a pressure increase of 30 bar was reached. The autoclave was kept at 80° C. for 5 hours giving a yield of 2.4 g methanol and about 1 g 1-undecenol. The reactants are COC(C=CCCCCCCCC)=O (methyl-undecenoate), COC(CC)=O (methylpropionate), [H][H] (hydrogen). As a reaction SMILES: C[O:2][C:3](=O)[CH:4]=[CH:5][CH2:6][CH2:7][CH2:8][CH2:9][CH2:10][CH2:11][CH2:12][CH3:13].COC(=O)CC.[H][H]>CO>[CH:3]([OH:2])=[CH:4][CH2:5][CH2:6][CH2:7][CH2:8][CH2:9][CH2:10][CH2:11][CH2:12][CH3:13]. Reaction conditions: time 5 hour. The product is C(=CCCCCCCCCC)O (1-undecenol). Reactants: ClC1=NC=CC(=N1)N(C1=CC2=C(N(C(=N2)NC)C)C=C1)C (N5-(2-chloropyrimidin-4-yl)-N2,N5,1-trimethyl-1H-benzimidazole-2,5-diamine), NC=1C=CC(=C(C1)S(=O)(=O)N)C (5-amino-2-methyl-benzenesulfonamide). Product: Cl.CC1=C(C=C(C=C1)NC1=NC=CC(=N1)N(C1=CC2=C(N(C(=N2)NC)C)C=C1)C)S(=O)(=O)N (2-Methyl-5-{4-[methyl-(1-methyl-2-methylamino-1H-benzoimidazol-5-yl)-amino]-pyrimidin-2-ylamino}-benzenesulfonamide hydrochloride). As a reaction SMILES: [Cl:1][C:2]1[N:7]=[C:6]([N:8]([CH3:21])[C:9]2[CH:20]=[CH:19][C:12]3[N:13]([CH3:18])[C:14]([NH:16][CH3:17])=[N:15][C:11]=3[CH:10]=2)[CH:5]=[CH:4][N:3]=1.[NH2:22][C:23]1[CH:24]=[CH:25][C:26]([CH3:33])=[C:27]([S:29]([NH2:32])(=[O:31])=[O:30])[CH:28]=1>>[ClH:1].[CH3:33][C:26]1[CH:25]=[CH:24][C:23]([NH:22][C:2]2[N:7]=[C:6]([N:8]([CH3:21])[C:9]3[CH:20]=[CH:19][C:12]4[N:13]([CH3:18])[C:14]([NH:16][CH3:17])=[N:15][C:11]=4[CH:10]=3)[CH:5]=[CH:4][N:3]=2)=[CH:28][C:27]=1[S:29]([NH2:32])(=[O:31])=[O:30] |f:2.3|. Procedure: The title compound was prepared following the procedure of Example 1 with N5-(2-chloropyrimidin-4-yl)-N2,N5,1-trimethyl-1H-benzimidazole-2,5-diamine (58 mg, 0.20 mmol) and 5-amino-2-methyl-benzenesulfonamide (35 mg, 0.20 mmol) as a pink solid (78 mg, 84%). 1H NMR (300 MHz, d6-DMSO) δ 10.63 (br s, 1H), 9.22 (d, J=4.2 Hz, 1H), 8.40 (br s, 2H), 7.91 (d, J=6.9 Hz, 1H), 7.67 (m, 2H), 7.47 (d, J=1.5 Hz, 1H), 7.28-7.36 (m, 3H), 5.83 (m, 1H), 3.67 (s, 3H), 3.53 (s, 3H), 3.08 (d, J=4.5 Hz, 3H), 2.54 (s, ... The reactants are CC=CC(=O)Cl, CCC1(CO)COC(=O)N1, ClC(Cl)Cl, [Cl-], [Na+]. Product: CC=CC(=O)OCC1(CC)COC(=O)N1. Reaction SMILES: [C:11]([CH:12]=[CH:13][CH3:14])(=[O:15])[Cl:16].[CH2:1]([CH3:2])[C:3]1([CH2:9][OH:10])[NH:4][C:5](=[O:8])[O:6][CH2:7]1.[CH:19]([Cl:20])([Cl:21])[Cl:22].[Cl-:17].[Na+:18]>>[CH2:1]([CH3:2])[C:3]1([CH2:9][O:10][C:11]([CH:12]=[CH:13][CH3:14])=[O:15])[NH:4][C:5](=[O:8])[O:6][CH2:7]1. Starting materials: ClC1=CC(=C2C(=C1NC1=C(C=NC3=CC(=C(C=C13)OC)OC)C#N)OCO2)I (4-(6-chloro-4-iodo-2,3-methylenedioxyanilino)-3-cyano-6,7-dimethoxyquinoline), C(C#C)OC (methyl 2-propynyl ether), C(C)(C)NC(C)C (N,N-diisopropylamine), cuprous iodide. Reagents/catalysts: Cl[Pd]([P](C1=CC=CC=C1)(C2=CC=CC=C2)C3=CC=CC=C3)([P](C4=CC=CC=C4)(C5=CC=CC=C5)C6=CC=CC=C6)Cl (bis(triphenylphosphine)palladium(II) dichloride). Run in C(C)(=O)OCC (ethyl acetate). The product is C(#N)C=1C=NC2=CC(=C(C=C2C1NC1=C2C(=C(C=C1Cl)C#CCOC)OCO2)OC)OC (3-cyano-6,7-dimethoxy-4-[6-chloro-4-(3-methoxyprop-1-ynyl)-2,3-methylene dioxyanilino]quinoline). As a reaction SMILES: [Cl:1][C:2]1[C:7]([NH:8][C:9]2[C:18]3[C:13](=[CH:14][C:15]([O:21][CH3:22])=[C:16]([O:19][CH3:20])[CH:17]=3)[N:12]=[CH:11][C:10]=2[C:23]#[N:24])=[C:6]2[O:25][CH2:26][O:27][C:5]2=[C:4](I)[CH:3]=1.[CH2:29]([O:32][CH3:33])[C:30]#[CH:31].C(NC(C)C)(C)C>Cl[Pd](Cl)([P](C1C=CC=CC=1)(C1C=CC=CC=1)C1C=CC=CC=1)[P](C1C=CC=CC=1)(C1C=CC=CC=1)C1C=CC=CC=1.C(OCC)(=O)C>[C:23]([C:10]1[CH:11]=[N:12][C:13]2[C:18]([C:9]=1[NH:8][C:7]1[C:2]([Cl:1])=[CH:3][C:4]([C:31]#[C:30][CH2:29][O:32][CH3:33])=[C:5]3[O:27][CH2:26][O:25][C:6]=13)=[CH:17][C:16]([O:19][CH3:20])=[C:15]([O:21][CH3:22])[CH:14]=2)#[N:24] |^1:43,62|. Procedure details: A mixture of 4-(6-chloro-4-iodo-2,3-methylenedioxyanilino)-3-cyano-6,7-dimethoxyquinoline (0.25 g), methyl 2-propynyl ether (0.09 ml), N,N-diisopropylamine (0.154 ml), bis(triphenylphosphine)palladium(II) dichloride (0.069 g), cuprous iodide (0.028 g) and ethyl acetate (10 ml) was stirred and heated to reflux for 12 hours. The reaction mixture was cooled to ambient temperature and partitioned between ethyl acetate and water. The organic layer was dried over magnesium sulphate and evaporated and ...